From a dataset of the Open Reaction Database (ORD), a public repository of structured organic reaction records. describe an organic reaction: reactants, conditions, products, and yield The reactants are O (H2O), IC=1C=C(CN2C(COC3=C2C=C(C=C3)C=O)=O)C=CC1 (4-(3-iodo-benzyl)-3-oxo-3,4-dihydro-2H-benzo[1,4]oxazine-6-carbaldehyde), N1=CC=C(C=C1)B(O)O (pyridine-4-boronic acid), C(=O)([O-])[O-].[Na+].[Na+] (Na2CO3). The reagents and catalysts are C=1C=CC(=CC1)[P](C=2C=CC=CC2)(C=3C=CC=CC3)[Pd]([P](C=4C=CC=CC4)(C=5C=CC=CC5)C=6C=CC=CC6)([P](C=7C=CC=CC7)(C=8C=CC=CC8)C=9C=CC=CC9)[P](C=1C=CC=CC1)(C=1C=CC=CC1)C=1C=CC=CC1 (Pd(PPh3)4). Solvent: CN(C)C=O (DMF). The product is O=C1COC2=C(N1CC1=CC(=CC=C1)C1=CC=NC=C1)C=C(C=C2)C=O (3-Oxo-4-(3-pyridin-4-yl-benzyl)-3,4-dihydro-2H-benzo[1,4]oxazine-6-carbaldehyde). Reaction SMILES: I[C:2]1[CH:3]=[C:4]([CH:19]=[CH:20][CH:21]=1)[CH2:5][N:6]1[C:11]2[CH:12]=[C:13]([CH:16]=[O:17])[CH:14]=[CH:15][C:10]=2[O:9][CH2:8][C:7]1=[O:18].[N:22]1[CH:27]=[CH:26][C:25](B(O)O)=[CH:24][CH:23]=1.C([O-])([O-])=O.[Na+].[Na+].O>CN(C=O)C.C1C=CC([P]([Pd]([P](C2C=CC=CC=2)(C2C=CC=CC=2)C2C=CC=CC=2)([P](C2C=CC=CC=2)(C2C=CC=CC=2)C2C=CC=CC=2)[P](C2C=CC=CC=2)(C2C=CC=CC=2)C2C=CC=CC=2)(C2C=CC=CC=2)C2C=CC=CC=2)=CC=1>[O:18]=[C:7]1[N:6]([CH2:5][C:4]2[CH:19]=[CH:20][CH:21]=[C:2]([C:25]3[CH:26]=[CH:27][N:22]=[CH:23][CH:24]=3)[CH:3]=2)[C:11]2[CH:12]=[C:13]([CH:16]=[O:17])[CH:14]=[CH:15][C:10]=2[O:9][CH2:8]1 |f:2.3.4,^1:46,48,67,86|. Procedure details: To a solution of 4-(3-iodo-benzyl)-3-oxo-3,4-dihydro-2H-benzo[1,4]oxazine-6-carbaldehyde (0.100 g, 0.254 mmol) and Pd(PPh3)4 (0.015 g, 0.01 mmol) in DMF (20.0 mL) was added pyridine-4-boronic acid (0.034 g, 0.279 mmol) followed by the addition of Na2CO3 (2 mL, 2.0 M solution). The solution was heated to reflux overnight with good stirring. The heat was turned off, the solution was poured into H2O (30 mL), and the organic phase was extracted with CH2Cl2 (3×40 mL). The organic phase was than dried... Starting materials: CC(C)(C)OC(=O)N1CC(N)C1, CCN=C=NCCCN(C)C, ClCCl, O=C(O)CNC(=O)c1cccc(C(F)(F)F)c1, On1nnc2ccccc21. The product is CC(C)(C)OC(=O)N1CC(NC(=O)CNC(=O)c2cccc(C(F)(F)F)c2)C1. RXN SMILES: [C:1]([CH3:2])([CH3:3])([CH3:4])[O:5][C:6](=[O:7])[N:8]1[CH2:9][CH:10]([NH2:12])[CH2:11]1.[CH3:30][CH2:31][N:32]=[C:33]=[N:34][CH2:35][CH2:36][CH2:37][N:38]([CH3:39])[CH3:40].[Cl:51][CH2:52][Cl:53].[F:13][C:14]([c:15]1[cH:16][c:17]([C:18](=[O:19])[NH:20][CH2:21][C:22](=[O:23])[OH:24])[cH:25][cH:26][cH:27]1)([F:28])[F:29].[OH:41][n:42]1[c:43]2[c:44]([cH:45][cH:46][cH:47][cH:48]2)[n:49][n:50]1>>[C:1]([CH3:2])([CH3:3])([CH3:4])[O:5][C:6](=[O:7])[N:8]1[CH2:9][CH:10]([NH:12][C:22]([CH2:21][NH:20][C:18]([c:17]2[cH:16][c:15]([C:14]([F:13])([F:28])[F:29])[cH:27][cH:26][cH:25]2)=[O:19])=[O:23])[CH2:11]1.